This data is from the Open Reaction Database (ORD), a public repository of structured organic reaction records. The task is: describe an organic reaction: reactants, conditions, products, and yield The reactants are O=c1ccc(-c2cnc(OC3CCN(C4CCCC4)CC3)nc2)c[nH]1, BrC1CCCC1, [H-], [Na+], CN(C)C=O, O. Yields the product c1cc(OC2CCCC2)ncc1-c1cnc(OC2CCN(C3CCCC3)CC2)nc1. As a reaction SMILES: [CH:14]1([N:19]2[CH2:20][CH2:21][CH:22]([O:25][c:26]3[n:27][cH:28][c:29](-[c:32]4[cH:33][cH:34][c:35](=[O:38])[nH:36][cH:37]4)[cH:30][n:31]3)[CH2:23][CH2:24]2)[CH2:15][CH2:16][CH2:17][CH2:18]1.[CH:3]1([Br:8])[CH2:4][CH2:5][CH2:6][CH2:7]1.[H-:1].[Na+:2].[O:9]=[CH:10][N:11]([CH3:12])[CH3:13].[OH2:39]>>[CH:3]1([O:38][c:35]2[cH:34][cH:33][c:32](-[c:29]3[cH:28][n:27][c:26]([O:25][CH:22]4[CH2:21][CH2:20][N:19]([CH:14]5[CH2:15][CH2:16][CH2:17][CH2:18]5)[CH2:24][CH2:23]4)[n:31][cH:30]3)[cH:37][n:36]2)[CH2:4][CH2:5][CH2:6][CH2:7]1.